Dataset: the Open Reaction Database (ORD), a public repository of structured organic reaction records. Task: describe an organic reaction: reactants, conditions, products, and yield Reactants: IC=1C=C(C(=O)NC2=CC=C(C=C2)OC(F)(F)F)C=CC1 (3-iodo-N-(4-(trifluoromethoxy)phenyl)benzamide), N1=CN=CC(=C1)B(O)O (pyrimidin-5-ylboronic acid), C(=O)([O-])[O-].[Na+].[Na+] (Na2CO3), COCCOC (DME), Si-Thiol. The solvent is CCO (EtOH), O (water), C1CCOC1 (THF). Reaction conditions: temperature 80 celsius, time 1 hour. Yields the product N1=CN=CC(=C1)C=1C=C(C(=O)NC2=CC=C(C=C2)OC(F)(F)F)C=CC1 (3-(Pyrimidin-5-yl)-N-(4-(trifluoromethoxy)phenyl)benzamide). RXN SMILES: I[C:2]1[CH:3]=[C:4]([CH:19]=[CH:20][CH:21]=1)[C:5]([NH:7][C:8]1[CH:13]=[CH:12][C:11]([O:14][C:15]([F:18])([F:17])[F:16])=[CH:10][CH:9]=1)=[O:6].[N:22]1[CH:27]=[C:26](B(O)O)[CH:25]=[N:24][CH:23]=1.C([O-])([O-])=O.[Na+].[Na+].COCCOC>C1COCC1.CCO.O>[N:22]1[CH:27]=[C:26]([C:2]2[CH:3]=[C:4]([CH:19]=[CH:20][CH:21]=2)[C:5]([NH:7][C:8]2[CH:13]=[CH:12][C:11]([O:14][C:15]([F:18])([F:17])[F:16])=[CH:10][CH:9]=2)=[O:6])[CH:25]=[N:24][CH:23]=1 |f:2.3.4|. Procedure details: A mixture of 3-iodo-N-(4-(trifluoromethoxy)phenyl)benzamide (Stage 1.1, 550 mg, 1.351 mmol), pyrimidin-5-ylboronic acid (418 mg, 3.38 mmol), Na2CO3 (716 mg, 6.75 mmol), DME (6304 μL), water (1801 μL) and EtOH (901 μL) was stirred at 80° C. for 1 h. THF (5 mL) was added and the mixture was treated with Si-Thiol (938 mg, 1.351 mmol), stirred for 2 h and filtered through Florisil®. The filtrate was evaporated to dryness under reduced pressure and the residue was purified by flash chromatography (Bi...